From a dataset of the Open Reaction Database (ORD), a public repository of structured organic reaction records. describe an organic reaction: reactants, conditions, products, and yield Reaction SMILES: [CH2:1]([c:2]1[cH:3][cH:4][cH:5][cH:6][cH:7]1)[N:8]1[CH:9]([C:16](=[O:17])[OH:18])[CH2:10][CH2:11][CH:12]1[C:13](=[O:14])[OH:15].[CH2:34]1[O:35][CH2:36][CH2:37][CH2:38]1.[CH:19]1([N:20]=[C:21]=[N:22][CH:23]2[CH2:24][CH2:25][CH2:26][CH2:27][CH2:28]2)[CH2:29][CH2:30][CH2:31][CH2:32][CH2:33]1>>[CH2:1]([c:2]1[cH:3][cH:4][cH:5][cH:6][cH:7]1)[N:8]1[CH:9]2[CH2:10][CH2:11][CH:12]1[C:13](=[O:15])[O:18][C:16]2=[O:17]. Yields the product O=C1OC(=O)C2CCC1N2Cc1ccccc1. Starting materials: O=C(O)C1CCC(C(=O)O)N1Cc1ccccc1, C1CCOC1, C(=NC1CCCCC1)=NC1CCCCC1.